describe an organic reaction: reactants, conditions, products, and yield From a dataset of the Open Reaction Database (ORD), a public repository of structured organic reaction records. Reactants: ClC1=NC(=NC=N1)NC1=CC(=CC=C1)CS(=O)(=O)C (4-chloro-N-{3-[(methylsulfonyl)methyl]phenyl}-1,3,5-triazin-2-amine), O1CCOC2=C1C=CC=C2B(O)O (2,3-dihydro-1,4-benzodioxin-5-ylboronic acid). Product: O1CCOC2=C1C=CC=C2C2=NC(=NC=N2)NC2=CC(=CC=C2)CS(=O)(=O)C (4-(2,3-Dihydro-1,4-benzodioxin-5-yl)-N-{3-[(methylsulfonyl)methyl]phenyl}-1,3,5-triazin-2-amine). Reaction SMILES: Cl[C:2]1[N:7]=[CH:6][N:5]=[C:4]([NH:8][C:9]2[CH:14]=[CH:13][CH:12]=[C:11]([CH2:15][S:16]([CH3:19])(=[O:18])=[O:17])[CH:10]=2)[N:3]=1.[O:20]1[C:25]2[CH:26]=[CH:27][CH:28]=[C:29](B(O)O)[C:24]=2[O:23][CH2:22][CH2:21]1>>[O:20]1[C:25]2[CH:26]=[CH:27][CH:28]=[C:29]([C:2]3[N:7]=[CH:6][N:5]=[C:4]([NH:8][C:9]4[CH:14]=[CH:13][CH:12]=[C:11]([CH2:15][S:16]([CH3:19])(=[O:18])=[O:17])[CH:10]=4)[N:3]=3)[C:24]=2[O:23][CH2:22][CH2:21]1. Procedure: Example 18 was prepared under similar conditions as described in the preparation of Example 1 using crude 4-chloro-N-{3-[(methylsulfonyl)methyl]phenyl}-1,3,5-triazin-2-amine and 2,3-dihydro-1,4-benzodioxin-5-ylboronic acid (Combi-Blocks Inc.). The batch was purified by preparative HPLC.